Dataset: the Open Reaction Database (ORD), a public repository of structured organic reaction records. Task: describe an organic reaction: reactants, conditions, products, and yield The reactants are C(#N)C1=CC2=CC=CC=C2C=C1C#N (2,3-dicyanonaphthalene), N (ammonia), C[O-].[Na+] (sodium methoxide). The solvent is CO (methanol). Yields the product N=C1NC(C=2C=C3C(=CC12)C=CC=C3)=N (1,3-diiminobenzo(f)isoindoline), ( VII ). RXN SMILES: [C:1]([C:3]1[C:12]([C:13]#[N:14])=[CH:11][C:10]2[C:5](=[CH:6][CH:7]=[CH:8][CH:9]=2)[CH:4]=1)#[N:2].[NH3:15].C[O-].[Na+]>CO>[NH:14]=[C:13]1[C:12]2[CH:11]=[C:10]3[CH:9]=[CH:8][CH:7]=[CH:6][C:5]3=[CH:4][C:3]=2[C:1](=[NH:15])[NH:2]1 |f:2.3|. Procedure details: That is, α, α, α', α'-tetrabromo-o-xylene [the formula (V)] in an amount of 0.1 mol and fumaronitrile in an amount of 0.178 mol are reacted at 75° C. for 7 hours in the presence of 0.67 mol of sodium iodide in anhydrous N,N-dimethylformamide to yield 2,3-dicyanonaphthalene of the formula (VI). Subsequently, 57.3 mmol of the 2,3-dicyanonaphthalene is reacted with ammonia in the presence of sodium methoxide in methanol with heating for 3 hours to yield 1,3-diiminobenzo(f)isoindoline of the formula... Starting materials: O1CCN(CC1)C(C(=S)N)C1=NC=CC=C1 (2-Morpholino-2-(2-pyridyl)thioacetamide), N1CCOCC1 (morpholine), C=O (formaldehyde). The solvent is CO (methanol). Run at time 17 hour. Product: O1CCN(CC1)C(C(=S)NCN1CCOCC1)C1=NC=CC=C1 (2-morpholino-N-morpholinomethyl-2-(2-pyridyl)thioacetamide). As a reaction SMILES: [O:1]1[CH2:6][CH2:5][N:4]([CH:7]([C:11]2[CH:16]=[CH:15][CH:14]=[CH:13][N:12]=2)[C:8]([NH2:10])=[S:9])[CH2:3][CH2:2]1.[NH:17]1[CH2:22][CH2:21][O:20][CH2:19][CH2:18]1.[CH2:23]=O>CO>[O:1]1[CH2:6][CH2:5][N:4]([CH:7]([C:11]2[CH:16]=[CH:15][CH:14]=[CH:13][N:12]=2)[C:8]([NH:10][CH2:23][N:17]2[CH2:22][CH2:21][O:20][CH2:19][CH2:18]2)=[S:9])[CH2:3][CH2:2]1. Procedure: 2-Morpholino-2-(2-pyridyl)thioacetamide (1.0 g., 0.0042 mole) is dissolved with heating in 30 ml. of methanol. To the warm solution is added 1.0 g. (0.012 mole) of morpholine and 1.84 g. (0.022 mole) of 37% aqueous formaldehyde solution. The resulting solution is refluxed three hours and then stirred for 17 hours. The solvent is evaporated and the residue is recrystallized from methanol/ether to give 2-morpholino-N-morpholinomethyl-2-(2-pyridyl)thioacetamide, m.p. 144°-147°C. (dec.).